Dataset: the Open Reaction Database (ORD), a public repository of structured organic reaction records. Task: describe an organic reaction: reactants, conditions, products, and yield Starting materials: C1CCOC1, COC=C1CCC(CCc2cc(F)c(F)c(F)c2)CC1, O. The product is O=CC1CCC(CCc2cc(F)c(F)c(F)c2)CC1. RXN SMILES: [CH2:1]1[O:2][CH2:3][CH2:4][CH2:5]1.[F:6][c:7]1[cH:8][c:9]([CH2:15][CH2:16][CH:17]2[CH2:18][CH2:19][C:20](=[CH:23][O:24][CH3:25])[CH2:21][CH2:22]2)[cH:10][c:11]([F:14])[c:12]1[F:13].[OH2:26]>>[F:6][c:7]1[cH:8][c:9]([CH2:15][CH2:16][CH:17]2[CH2:18][CH2:19][CH:20]([CH:23]=[O:24])[CH2:21][CH2:22]2)[cH:10][c:11]([F:14])[c:12]1[F:13]. The reactants are NC=1C(=NC=C(C(=O)OC)C1)Cl (methyl 5-amino-6-chloronicotinate), COCC(=O)Cl (methoxyacetylchloride). Run in ClC1=CC=CC=C1 (chlorobenzene). Product: ClC1=NC=C(C(=O)OC)C=C1NC(COC)=O (Methyl 6-chloro-5-methoxyacetamidonicotinate). RXN SMILES: [NH2:1][C:2]1[C:3]([Cl:12])=[N:4][CH:5]=[C:6]([CH:11]=1)[C:7]([O:9][CH3:10])=[O:8].[CH3:13][O:14][CH2:15][C:16](Cl)=[O:17]>ClC1C=CC=CC=1>[Cl:12][C:3]1[C:2]([NH:1][C:16](=[O:17])[CH2:15][O:14][CH3:13])=[CH:11][C:6]([C:7]([O:9][CH3:10])=[O:8])=[CH:5][N:4]=1. Reported procedure: A solution of 0.75 g (4.02 mmol) of methyl 5-amino-6-chloronicotinate and 0.43 g=0.35 mL (4.5 mmol) of methoxyacetylchloride in 20 mL of chlorobenzene was stirred for one hour at 110° C. After the solvent had been removed in vacuo, the crude product obtained was purified by flash chromatography (silica gel; methylene chloride/ethanol=100:1), evaporated down again in vacuo and then digested with petroleum ether. Yield: 0.55 g (53% of theory) light yellow amorphous solid; Rf value: 0.33 (silica ge... Reactants: C[Mg]Br (methylmagnesium bromide), C(C)(C)(C)OC(=O)N1CCN(CC1)C1=NC=C(C=C1)C#N (t-butyl-4-(5-cyanopyridin-2-yl)piperazin-1-carboxylate), [Cl-].[NH4+] (ammonium chloride). Run in O1CCCC1 (tetrahydrofuran). Conditions: time 1 hour. The product is NC(C)C=1C=CC(=NC1)N1CCN(CC1)C(=O)OC(C)(C)C (t-butyl 4-[5-(1-aminoethyl)pyridin-2-yl]piperazin-1-carboxylate). RXN SMILES: [C:1]([O:5][C:6]([N:8]1[CH2:13][CH2:12][N:11]([C:14]2[CH:19]=[CH:18][C:17]([C:20]#[N:21])=[CH:16][N:15]=2)[CH2:10][CH2:9]1)=[O:7])([CH3:4])([CH3:3])[CH3:2].[CH3:22][Mg]Br.[Cl-].[NH4+]>O1CCCC1>[NH2:21][CH:20]([C:17]1[CH:18]=[CH:19][C:14]([N:11]2[CH2:12][CH2:13][N:8]([C:6]([O:5][C:1]([CH3:4])([CH3:2])[CH3:3])=[O:7])[CH2:9][CH2:10]2)=[N:15][CH:16]=1)[CH3:22] |f:2.3|. Procedure details: 900 mg of the t-butyl-4-(5-cyanopyridin-2-yl)piperazin-1-carboxylate [140-1] was dissolved in 40 mL of tetrahydrofuran, then 2.5 mL of methylmagnesium bromide (3.0M diethyl ether solution) was added under an ice-cold condition, and stirred at the same temperature for 1 hour. Thereafter, the temperature was increased back to room temperature and stirred overnight. Thereto, a saturated aqueous solution of ammonium chloride was added under an ice-cold condition, and extracted with ethyl acetate. Th... Reactants: C(C)OC=1C=C(C=CC1OCC)C=1SC=C(N1)C1=CC(=C(C=C1)O)C(=O)OC (2-(3,4-diethoxyphenyl)-4-(4-hydroxy-3-methoxycarbonylphenyl)thiazole), C([O-])([O-])=O.[K+].[K+] (potassium carbonate), BrCC(=O)OC (methyl bromoacetate). Run in CN(C=O)C (dimethylformamide). Run at time 30 minute. Product: C(C)OC=1C=C(C=CC1OCC)C=1SC=C(N1)C1=CC(=C(C=C1)OCC(=O)OC)C(=O)OC (2-(3,4-diethoxyphenyl)-4-(4-methoxycarbonylmethoxy-3-methoxycarbonylphenyl)thiazole). Yield: 93.2%. RXN SMILES: [CH2:1]([O:3][C:4]1[CH:5]=[C:6]([C:13]2[S:14][CH:15]=[C:16]([C:18]3[CH:23]=[CH:22][C:21]([OH:24])=[C:20]([C:25]([O:27][CH3:28])=[O:26])[CH:19]=3)[N:17]=2)[CH:7]=[CH:8][C:9]=1[O:10][CH2:11][CH3:12])[CH3:2].C(=O)([O-])[O-].[K+].[K+].Br[CH2:36][C:37]([O:39][CH3:40])=[O:38]>CN(C)C=O>[CH2:1]([O:3][C:4]1[CH:5]=[C:6]([C:13]2[S:14][CH:15]=[C:16]([C:18]3[CH:23]=[CH:22][C:21]([O:24][CH2:36][C:37]([O:39][CH3:40])=[O:38])=[C:20]([C:25]([O:27][CH3:28])=[O:26])[CH:19]=3)[N:17]=2)[CH:7]=[CH:8][C:9]=1[O:10][CH2:11][CH3:12])[CH3:2] |f:1.2.3|. Procedure details: In 10 ml of dimethylformamide were suspended 1 g of 2-(3,4-diethoxyphenyl)-4-(4-hydroxy-3-methoxycarbonylphenyl)thiazole and 0.35 g of potassium carbonate. The suspension was stirred at room temperature for 30 minutes. Thereto was added 0.46 g of methyl bromoacetate. The mixture was stirred at the same temperature for 4 hours. The solvent was removed by distillation. The residue was extracted with 40 ml of dichloromethane. The extract was washed with 10 ml of water and 10 ml of a saturated aqueo... The reactants are OC1=CC=C(C#N)C=C1 (4-hydroxybenzonitrile), C(=O)([O-])[O-].[K+].[K+] (K2CO3), ClC(F)(F)C(=O)OC (ClCF2CO2Me). Solvent: O (water), CN(C)C=O (DMF). Conditions: temperature 95 celsius, time 15 minute. Product: FC(OC1=CC=C(C#N)C=C1)F (4-difluoromethoxybenzonitrile). Isolated yield 44.0%. RXN SMILES: [OH:1][C:2]1[CH:9]=[CH:8][C:5]([C:6]#[N:7])=[CH:4][CH:3]=1.C([O-])([O-])=O.[K+].[K+].Cl[C:17](C(OC)=O)([F:19])[F:18]>CN(C=O)C.O>[F:18][CH:17]([F:19])[O:1][C:2]1[CH:9]=[CH:8][C:5]([C:6]#[N:7])=[CH:4][CH:3]=1 |f:1.2.3|. Procedure details: To a solution of 4-hydroxybenzonitrile (4.76 g, 40 mmol) in 150 mL of DMF was added 5.52 g (40 mmol) of K2CO3. The mixture was heated at 95° C. and 5.27 mL (50 mmol) of CICF2CO2Me was added slowly over 10 minutes. The reaction was stirred at 95 ° C. for 15 minutes and a 1.5 mL portions of ClCF2CO2Me were added until no changes were observed by TLC. The reaction was stirred overnight at room temperature diluted with water (300 mL) and extracted with Et2O. The combined organic layers were washed w... Reactants: CC(C)O, CCOC(=O)OCc1c(CCl)cnc(C)c1OC(=O)OCC, Cl, NC(N)=S. Product: CCOC(=O)OCc1c(CN=C(N)S)cnc(C)c1OC(=O)OCC, Cl, Cl. Reaction SMILES: [CH:28]([OH:29])([CH3:30])[CH3:31].[Cl:2][CH2:3][c:4]1[c:5]([CH2:17][O:18][C:19](=[O:20])[O:21][CH2:22][CH3:23])[c:6]([O:11][C:12](=[O:13])[O:14][CH2:15][CH3:16])[c:7]([CH3:10])[n:8][cH:9]1.[ClH:1].[NH2:24][C:25]([NH2:26])=[S:27]>>[CH2:3]([c:4]1[c:5]([CH2:17][O:18][C:19](=[O:20])[O:21][CH2:22][CH3:23])[c:6]([O:11][C:12](=[O:13])[O:14][CH2:15][CH3:16])[c:7]([CH3:10])[n:8][cH:9]1)[N:24]=[C:25]([NH2:26])[SH:27].[ClH:1].[ClH:2]. The reactants are C(C)(C)(C)OC(=O)N1[C@@H](CCC1)C=1NC=C(N1)C=1C=C(OC2=CC=C(C=C2)C2=CN=C(N2)[C@H]2N(CCC2)C(=O)OC(C)(C)C)C=CC1 ((S)-tert-butyl 2-(5-(4-(3-(2-((S)-1-(tert-butoxycarbonyl)pyrrolidin-2-yl)-1H-imidazol-4-yl)phenoxy)phenyl)-1H-imidazol-2-yl)pyrrolidine-1-carboxylate), Cl (HCl). Run in ClCCl (dichloromethane). The product is Cl.N1[C@@H](CCC1)C=1NC(=CN1)C1=CC=C(C=C1)OC1=CC(=CC=C1)C=1N=C(NC1)[C@H]1NCCC1 (2-((S)-pyrrolidin-2-yl)-5-(4-(3-(2-((S)-pyrrolidin-2-yl)-1H-imidazol-4-yl)phenoxy)phenyl)-1H-imidazole hydrochloride). RXN SMILES: C(OC([N:8]1[CH2:12][CH2:11][CH2:10][C@H:9]1[C:13]1[NH:14][CH:15]=[C:16]([C:18]2[CH:19]=[C:20]([CH:45]=[CH:46][CH:47]=2)[O:21][C:22]2[CH:27]=[CH:26][C:25]([C:28]3[NH:32][C:31]([C@@H:33]4[CH2:37][CH2:36][CH2:35][N:34]4C(OC(C)(C)C)=O)=[N:30][CH:29]=3)=[CH:24][CH:23]=2)[N:17]=1)=O)(C)(C)C.[ClH:48]>ClCCl>[ClH:48].[NH:34]1[CH2:35][CH2:36][CH2:37][C@H:33]1[C:31]1[NH:32][C:28]([C:25]2[CH:26]=[CH:27][C:22]([O:21][C:20]3[CH:45]=[CH:46][CH:47]=[C:18]([C:16]4[N:17]=[C:13]([C@@H:9]5[CH2:10][CH2:11][CH2:12][NH:8]5)[NH:14][CH:15]=4)[CH:19]=3)=[CH:23][CH:24]=2)=[CH:29][N:30]=1 |f:3.4|. Procedure: To a solution of (S)-tert-butyl 2-(5-(4-(3-(2-((S)-1-(tert-butoxycarbonyl)pyrrolidin-2-yl)-1H-imidazol-4-yl)phenoxy)phenyl)-1H-imidazol-2-yl)pyrrolidine-1-carboxylate (500 mg, 0.78 mmol) in dichloromethane was added HCl (1 M, 3 mL), the reaction product precipitated after stirring at room temperature. Filtration and drying in the vacuum oven afforded 2-((S)-pyrrolidin-2-yl)-5-(4-(3-(2-((S)-pyrrolidin-2-yl)-1H-imidazol-4-yl)phenoxy)phenyl)-1H-imidazole hydrochloride (220 mg).